The task is: describe an organic reaction: reactants, conditions, products, and yield. This data is from the Open Reaction Database (ORD), a public repository of structured organic reaction records. Reactants: CN (Methylamine), OC1=CC=C(C=2COC3=CC(=CC=C3C2)O)C=C1 (4′,7-Dihydroxyisoflav-3-ene), C(C)O (ethanol), C=O (formaldehyde). Reaction conditions: time 1 day. The product is CN1COC2=C(C1)C=C1C=C(COC1=C2)C2=CC=C(C=C2)O (4-(3-Methyl-2,3,4,8-tetrahydrochromeno[6,7-e][1,3]oxazin-7-yl)phenol). Yield: 79.0%. As a reaction SMILES: [OH:1][C:2]1[CH:18]=[CH:17][C:5]([C:6]2[CH2:7][O:8][C:9]3[C:14]([CH:15]=2)=[CH:13][CH:12]=[C:11](O)[CH:10]=3)=[CH:4][CH:3]=1.[CH3:19][NH2:20].[CH2:21]=[O:22].[CH2:23](O)C>>[CH3:19][N:20]1[CH2:23][C:12]2[CH:13]=[C:14]3[C:9](=[CH:10][C:11]=2[O:22][CH2:21]1)[O:8][CH2:7][C:6]([C:5]1[CH:17]=[CH:18][C:2]([OH:1])=[CH:3][CH:4]=1)=[CH:15]3. Procedure: 4′,7-Dihydroxyisoflav-3-ene (507 mg, 2.11 mmol) was dissolved in ethanol (20 ml). Methylamine solution (0.6 ml, 4.82 mmol, 33% wt. in ethanol) was added followed by formaldehyde solution (2 ml, 0.03 mol, 37% wt.). The reaction was stirred at room temperature for 1 day. The white precipitate was collected to afford the title compound (490 mg, 79%). Starting materials: CC1=C(C(=CC=C1C)[N+](=O)[O-])CO (2,3-dimethyl-6-nitrobenzenemethanol), [Cr](=O)(=O)([O-])Cl.[NH+]1=CC=CC=C1 (pyridinium chlorochromate). Run in ClCCl (dichloromethane), ClCCl (dichloromethane), C(C)OCC (diethyl ether). Conditions: time 4 hour. Product: CC1=C(C=O)C(=CC=C1C)[N+](=O)[O-] (2,3-dimethyl-6-nitrobenzaldehyde). Yield: 93.3%. Reaction SMILES: [CH3:1][C:2]1[C:7]([CH3:8])=[CH:6][CH:5]=[C:4]([N+:9]([O-:11])=[O:10])[C:3]=1[CH2:12][OH:13].[Cr](Cl)([O-])(=O)=O.[NH+]1C=CC=CC=1>ClCCl.C(OCC)C>[CH3:1][C:2]1[C:7]([CH3:8])=[CH:6][CH:5]=[C:4]([N+:9]([O-:11])=[O:10])[C:3]=1[CH:12]=[O:13] |f:1.2|. Procedure: A solution of 2,3-dimethyl-6-nitrobenzenemethanol (34.88 g, 0.192 mole) in dichloromethane (150 mL) was added to a stirred mixture of pyridinium chlorochromate (62.2 g, 0.288 mole) in dichloromethane (250 ml). The mixture was stirred vigorously for 4 hours, diluted with diethyl ether (500 mL) and the organic layer decanted. The residue was washed with diethyl ether (500 mL) and the combined organic solution filtered through a plug of silica gel (6"×11/2"). Evaporation of the solvent afforded 2,3...